From a dataset of the Open Reaction Database (ORD), a public repository of structured organic reaction records. describe an organic reaction: reactants, conditions, products, and yield The reactants are OC1=C(C2=C(C(CCO2)=O)C=C1)CCC (2,3-dihydro-7-hydroxy-8-propyl-4H-1-benzopyran-4-one), BrCCCCCBr (1,5-dibromopentane), C([O-])([O-])=O.[K+].[K+] (potassium carbonate). Run in CC(CC)=O (2-butanone). Product: BrCCCCCOC1=C(C2=C(C(CCO2)=O)C=C1)CCC (7-[(5-Bromopentyl)oxy]-2,3-dihydro-8-propyl-4H-1-benzopyran-4-one). RXN SMILES: [OH:1][C:2]1[CH:12]=[CH:11][C:5]2[C:6](=[O:10])[CH2:7][CH2:8][O:9][C:4]=2[C:3]=1[CH2:13][CH2:14][CH3:15].[Br:16][CH2:17][CH2:18][CH2:19][CH2:20][CH2:21]Br.C(=O)([O-])[O-].[K+].[K+]>CC(=O)CC>[Br:16][CH2:17][CH2:18][CH2:19][CH2:20][CH2:21][O:1][C:2]1[CH:12]=[CH:11][C:5]2[C:6](=[O:10])[CH2:7][CH2:8][O:9][C:4]=2[C:3]=1[CH2:13][CH2:14][CH3:15] |f:2.3.4|. Procedure: A mixture of 0.413 g (2.00 mmol) of 2,3-dihydro-7-hydroxy-8-propyl-4H-1-benzopyran-4-one, 3.0 g (13.05 mmol) of 1,5-dibromopentane, 1.4 g (10.13 mmol) of anhydrous granular potassium carbonate and 31 mL of 2-butanone was stirred and refluxed for 18 hr. The resulting slurry was filtered with suction and the solids were washed thoroughly with ethyl acetate. The filtrate and washes were combined and concentrated in vacuo and the residue was purified by flash chromatography on 75 g of silica gel, el... Reactants: Cl (HCl), C1(CC1)C1=NN(C(=C1)C1CC1)C1=CC=C(C=N1)NC(C1=CC=NC=C1)=O (N-[6-(3,5-dicyclopropyl-1H-pyrazol-1-yl)pyridin-3-yl]isonicotinamide), intermediate 30, C(C1=CC=NC=C1)(=O)O (isonicotinic acid). Run in C(C)OCC (diethyl ether), C1CCOC1 (THF). Run at time 15 minute. Product: Cl.Cl.C1(CC1)C1=NN(C(=C1)C1CC1)C1=CC=C(C=N1)NC(C1=CC=NC=C1)=O (N-[6-(3,5-dicyclopropyl-1H-pyrazol-1-yl)pyridin-3-yl]isonicotinamide dihydrochloride). RXN SMILES: [CH:1]1([C:4]2[CH:8]=[C:7]([CH:9]3[CH2:11][CH2:10]3)[N:6]([C:12]3[N:17]=[CH:16][C:15]([NH:18][C:19](=[O:26])[C:20]4[CH:25]=[CH:24][N:23]=[CH:22][CH:21]=4)=[CH:14][CH:13]=3)[N:5]=2)[CH2:3][CH2:2]1.C(O)(=O)C1C=CN=CC=1.[ClH:36]>C1COCC1.C(OCC)C>[ClH:36].[ClH:36].[CH:1]1([C:4]2[CH:8]=[C:7]([CH:9]3[CH2:11][CH2:10]3)[N:6]([C:12]3[N:17]=[CH:16][C:15]([NH:18][C:19](=[O:26])[C:20]4[CH:21]=[CH:22][N:23]=[CH:24][CH:25]=4)=[CH:14][CH:13]=3)[N:5]=2)[CH2:2][CH2:3]1 |f:5.6.7|. Procedure: Following the general procedure-1, N-[6-(3,5-dicyclopropyl-1H-pyrazol-1-yl)pyridin-3-yl]isonicotinamide (220 mg) from intermediate 30 (200 mg, 0.83 mmol) and isonicotinic acid (163 mg, 1.3 mmol) as a pale-yellow solid and dissolved in THF. Saturated HCl in diethyl ether was added to this solution at 0° C. and stirred for 15 min Solid that separated out was filtered and dried to give the title compound (190 mg) as a pale-yellow solid. M.P.: 200.3-202.4° C. 1H-NMR (δ ppm, DMSO-d6, 400 MHz): 11.26 ... Product: ClC1=C(C(=CC=C1)Cl)C1=CC=2N(C=3C=CC(=CC3C2C2=C1C(NC2=O)=O)OC)CCC(=O)N (3-(4-(2,6-Dichlorophenyl)-9-methoxy-1,3-dioxo-2,3-dihydropyrrolo[3,4-c]carbazol-6 (1H)-yl)propanamide). Procedure: Reaction of acid (244) (0.23 g, 0.48 mmol) prepared as described in example 204 according to the procedure described in example 207, except that concentrated ammonia (˜30%, 20 mL) was added as the amine, gave amide (250) (0.17 g, 73%) as a yellow powder, mp 261–264° C. 1H NMR δ [(CD3)2SO] 11.19 (br s, 1H), 8.50 (d, J=2.6 Hz, 1H), 7.87 (s, 1H), 7.73 (d, J=9.0 Hz, 1H), 7.63 (m, 2H), 7.52 (dd, J=8.8, 7.3 Hz, 1H), 7.38 (br s, 1H), 7.33 (dd, J=9.0, 2.6 Hz, 1H), 6.87 (br s, 1H), 4.69 (t, J=6.7 Hz, 214... The yield is 73.0%. Reaction SMILES: [Cl:1][C:2]1[CH:7]=[CH:6][CH:5]=[C:4]([Cl:8])[C:3]=1[C:9]1[C:21]2[C:22](=[O:26])[NH:23][C:24](=[O:25])[C:20]=2[C:19]2[C:18]3[CH:17]=[C:16]([O:27][CH3:28])[CH:15]=[CH:14][C:13]=3[N:12]([CH2:29][CH2:30][C:31]([OH:33])=O)[C:11]=2[CH:10]=1.[NH3:34]>>[Cl:1][C:2]1[CH:7]=[CH:6][CH:5]=[C:4]([Cl:8])[C:3]=1[C:9]1[C:21]2[C:22](=[O:26])[NH:23][C:24](=[O:25])[C:20]=2[C:19]2[C:18]3[CH:17]=[C:16]([O:27][CH3:28])[CH:15]=[CH:14][C:13]=3[N:12]([CH2:29][CH2:30][C:31]([NH2:34])=[O:33])[C:11]=2[CH:10]=1. Reactants: ClC1=C(C(=CC=C1)Cl)C1=CC=2N(C=3C=CC(=CC3C2C2=C1C(NC2=O)=O)OC)CCC(=O)O (3-(4-(2,6-Dichlorophenyl)-9-methoxy-1,3-dioxo-2,3-dihydropyrrolo[3,4-c]carbazol-6 (1H)-yl)propanoic acid), amine, N (ammonia). Product: CC(c1ccccc1)c1cc(C(C)(C)C)c(O)c(C(C)(C)C)c1. The reactants are CC(C)(C)c1cccc(C(C)(C)C)c1O, CC(O)c1ccccc1, CC(=O)O, O=CO. As a reaction SMILES: [C:1]([CH3:2])([CH3:3])([CH3:4])[c:5]1[c:6]([OH:15])[c:7]([C:11]([CH3:12])([CH3:13])[CH3:14])[cH:8][cH:9][cH:10]1.[CH3:16][CH:17]([OH:18])[c:19]1[cH:20][cH:21][cH:22][cH:23][cH:24]1.[CH3:25][C:26](=[O:27])[OH:28].[CH:29]([OH:30])=[O:31]>>[C:1]([CH3:2])([CH3:3])([CH3:4])[c:5]1[c:6]([OH:15])[c:7]([C:11]([CH3:12])([CH3:13])[CH3:14])[cH:8][c:9]([CH:17]([CH3:16])[c:19]2[cH:20][cH:21][cH:22][cH:23][cH:24]2)[cH:10]1. Starting materials: Cl.Cl.C1=C2[C@H]3[C@H](CN4C2=C(C=C1)CCC4)CNC3 ((±)-trans-5,6,8,8a,9,10,11,11a-octahydro-4H-pyrido[3,2,1-ij]pyrrolo[3,4-c]quinoline, bis-hydrochloride salt), C=O (formaldehyde), C(C)(=O)O[BH-](OC(C)=O)OC(C)=O.[Na+] (sodium triacetoxyborohydride), C(C)(=O)O (acetic acid), Cl (HCl). Solvent: ClCCCl (1,2-dichloroethane), CCOCC (ether), CCOCC (ether). Reaction conditions: time 1 hour. The product is Cl.Cl.CN1C[C@H]2CN3C4=C(C=CC=C4[C@@H]2C1)CCC3 ((±)-trans-10-methyl-5,6,8,8a,9,10,11,11a-octahydro-4H-pyrido[3,2,1-ij]pyrrolo[3,4-c]quinoline, bis-hydrochloride). Yield: 52.8%. RXN SMILES: [ClH:1].Cl.[CH:3]1[CH:12]=[CH:11][C:10]2[CH2:13][CH2:14][CH2:15][N:8]3[C:9]=2[C:4]=1[C@@H:5]1[CH2:18][NH:17][CH2:16][C@H:6]1[CH2:7]3.C=O.[C:21](O[BH-](OC(=O)C)OC(=O)C)(=O)C.[Na+].C(O)(=O)C.Cl>ClCCCl.CCOCC>[ClH:1].[ClH:1].[CH3:21][N:17]1[CH2:18][C@@H:5]2[C@H:6]([CH2:7][N:8]3[CH2:15][CH2:14][CH2:13][C:10]4[CH:11]=[CH:12][CH:3]=[C:4]2[C:9]3=4)[CH2:16]1 |f:0.1.2,4.5,10.11.12|. Procedure: To a solution of (±)-trans-5,6,8,8a,9,10,11,11a-octahydro-4H-pyrido[3,2,1-ij]pyrrolo[3,4-c]quinoline from EXAMPLE 4 (95 mg, 0.44 mmol) in 5 mL of 1,2-dichloroethane was added 37% aqueous formaldehyde (0.043 mL, 0.53 mmol), sodium triacetoxyborohydride (168 mg, 0.79 mmol) and glacial acetic acid (0.027 mL, 0.48 mmol). The resulting mixture was stirred at ambient temperature for 1 h and then the reaction was quenched with water. The mixture was partitioned between chloroform and saturated aqueous ... Reactants: solution, CN (methylamine), CO (methanol), COC(CCON=C(C)OCC)=O (3-(1-ethoxyethylideneaminooxy)-propanoic acid methyl ester). Conditions: temperature 60 celsius, time 13 hour. The product is C(C)OC(C)=NOCCC(NCC)=O (N-(2-ethylcarbamoyl-ethoxy)-acetimidic acid ethyl ester). The yield is 57.0%. Reaction SMILES: CO[C:3](=[O:13])[CH2:4][CH2:5][O:6][N:7]=[C:8]([O:10][CH2:11][CH3:12])[CH3:9].[CH3:14][NH2:15].[CH3:16]O>>[CH2:11]([O:10][C:8](=[N:7][O:6][CH2:5][CH2:4][C:3](=[O:13])[NH:15][CH2:14][CH3:16])[CH3:9])[CH3:12]. Procedure details: To a known compound, 3-(1-ethoxyethylideneaminooxy)-propanoic acid methyl ester (CAS No. 97164-30-2, 300 mg, 1.585 mmol) was added a 2 M solution of methylamine in methanol (7 ml), and the mixture was stirred at 60° C. for 13 hours. The reaction mixture was concentrated under reduced pressure, and the residue was purified by silica gel column chromatography to give N-(2-ethylcarbamoyl-ethoxy)-acetimidic acid ethyl ester (182 mg, 57% yield). The reactants are O=C(Cl)N1CC(Oc2ccc(Br)cc2)C1, O=C([O-])[O-], c1ccc(CN2CCNCC2)cc1, [K+], [K+], O. Yields the product O=C(N1CCN(Cc2ccccc2)CC1)N1CC(Oc2ccc(Br)cc2)C1. Reaction SMILES: [Br:1][c:2]1[cH:3][cH:4][c:5]([O:6][CH:7]2[CH2:8][N:9]([C:11](=[O:12])[Cl:13])[CH2:10]2)[cH:14][cH:15]1.[C:29](=[O:30])([O-:31])[O-:32].[CH2:16]([c:17]1[cH:18][cH:19][cH:20][cH:21][cH:22]1)[N:23]1[CH2:24][CH2:25][NH:26][CH2:27][CH2:28]1.[K+:33].[K+:34].[OH2:35]>>[Br:1][c:2]1[cH:3][cH:4][c:5]([O:6][CH:7]2[CH2:8][N:9]([C:11](=[O:12])[N:26]3[CH2:25][CH2:24][N:23]([CH2:16][c:17]4[cH:18][cH:19][cH:20][cH:21][cH:22]4)[CH2:28][CH2:27]3)[CH2:10]2)[cH:14][cH:15]1. Reactants: BrC=1C=CC=2C(=NON2)C1 (5-bromo-benzo[1,2,5]oxadiazole), C(C)(C)(C)OC(N(CCF)C1=CC(=C(C=C1)Br)OC)=O ((4-bromo-3-methoxy-phenyl)-(2-fluoro-ethyl)-carbamic acid tert-butyl ester). Product: N1=C2C(=NO1)C=C(C=C2)C2=C(C=C(C=C2)NCCF)OC ((4Benzo[1,2,5]oxadiazol-5-yl-3-methoxy-phenyl)-(2-fluoro-ethyl)-amine). As a reaction SMILES: Br[C:2]1[CH:3]=[CH:4][C:5]2[C:6]([CH:10]=1)=[N:7][O:8][N:9]=2.C(OC(=O)[N:17]([C:21]1[CH:26]=[CH:25][C:24](Br)=[C:23]([O:28][CH3:29])[CH:22]=1)[CH2:18][CH2:19][F:20])(C)(C)C>>[N:9]1[O:8][N:7]=[C:6]2[CH:10]=[C:2]([C:24]3[CH:25]=[CH:26][C:21]([NH:17][CH2:18][CH2:19][F:20])=[CH:22][C:23]=3[O:28][CH3:29])[CH:3]=[CH:4][C:5]=12. Reported procedure: The starting compound is obtained according to the procedure described in Example 7 from 5-bromo-benzo[1,2,5]oxadiazole and (4-bromo-3-methoxy-phenyl)-(2-fluoro-ethyl)-carbamic acid tert-butyl ester, as a yellow glass. MS(ES+): 410 (M+23). The reactants are [H-].[Al+3].[Li+].[H-].[H-].[H-] (lithium aluminum hydride), C(C(C)C)C1=CC=C(C(=O)O)C=C1 (4-isobutylbenzoic acid). Solvent: C1CCOC1 (THF). Conditions: time 1 hour. Yields the product C(C(C)C)C1=CC=C(C=C1)CO ((4-isobutyl-phenyl)-methanol). RXN SMILES: [H-].[Al+3].[Li+].[H-].[H-].[H-].[CH2:7]([C:11]1[CH:19]=[CH:18][C:14]([C:15](O)=[O:16])=[CH:13][CH:12]=1)[CH:8]([CH3:10])[CH3:9]>C1COCC1>[CH2:7]([C:11]1[CH:12]=[CH:13][C:14]([CH2:15][OH:16])=[CH:18][CH:19]=1)[CH:8]([CH3:10])[CH3:9] |f:0.1.2.3.4.5|. Reported procedure: A solution of lithium aluminum hydride (30 mL, 1M in THF, 30 mmol) was added dropwise to a solution of 4-isobutylbenzoic acid (5.34 g, 30 mmol) in THF (50 mL) at 0° C. The ice bath was removed and the reaction was stirred at room temperature for 1 h. The reaction was carefully poured onto a mixture of ice and aqueous HCl (10 mL, 6N). The product was extracted into EtOAc and the organic solution was dried (MgSO4), filtered, and concentrated to obtain (4-isobutyl-phenyl)-methanol which was used in...